Dataset: the Open Reaction Database (ORD), a public repository of structured organic reaction records. Task: describe an organic reaction: reactants, conditions, products, and yield Reactants: CN(C)P(=O)(N(C)C)N(C)C, CCOC(=O)N1CCC(n2c(=O)[nH]c3cc(Cl)ccc32)CC1, [H-], CI, [Na+]. The product is CCOC(=O)N1CCC(n2c(=O)n(C)c3cc(Cl)ccc32)CC1. RXN SMILES: [CH3:27][N:28]([CH3:29])[P:30](=[O:31])([N:32]([CH3:33])[CH3:34])[N:35]([CH3:36])[CH3:37].[Cl:3][c:4]1[cH:5][c:6]2[c:7]([n:8]([CH:12]3[CH2:13][CH2:14][N:15]([C:18](=[O:19])[O:20][CH2:21][CH3:22])[CH2:16][CH2:17]3)[c:9](=[O:11])[nH:10]2)[cH:23][cH:24]1.[H-:1].[I:25][CH3:26].[Na+:2]>>[Cl:3][c:4]1[cH:5][c:6]2[c:7]([n:8]([CH:12]3[CH2:13][CH2:14][N:15]([C:18](=[O:19])[O:20][CH2:21][CH3:22])[CH2:16][CH2:17]3)[c:9](=[O:11])[n:10]2[CH3:26])[cH:23][cH:24]1. Starting materials: CCOCC (ether), C1COP(=O)(NC1O)N(CCCl)CCCl (4-hydroxycyclophosphamide), [NH4+].SCCS(=O)(=O)[O-] (ammonium 2-mercaptoethanesulphonate), ClC(C(=O)O)(Cl)Cl (trichloroacetic acid). Solvent: CN(C=O)C (dimethylformamide). Reaction conditions: time 20 hour. Yields the product [NH4+].ClCCN(P1(OCCC(N1)SCCS(=O)(=O)[O-])=O)CCCl (2-[2-(bis-(2-chloroethyl)-amino)-2-oxo-tetrahydro-2H-1,3,2-oxazaphosphorin-4-yl-thio]-ethanesulphonic acid ammonium salt). RXN SMILES: [CH2:1]1[CH:7](O)[NH:6][P:4]([N:9]([CH2:13][CH2:14][Cl:15])[CH2:10][CH2:11][Cl:12])(=[O:5])[O:3][CH2:2]1.[NH4+].[SH:17][CH2:18][CH2:19][S:20]([O-:23])(=[O:22])=[O:21].ClC(Cl)(Cl)C(O)=O.CCOCC>CN(C)C=O>[NH4+:6].[Cl:12][CH2:11][CH2:10][N:9]([CH2:13][CH2:14][Cl:15])[P:4]1(=[O:5])[NH:6][CH:7]([S:17][CH2:18][CH2:19][S:20]([O-:23])(=[O:22])=[O:21])[CH2:1][CH2:2][O:3]1 |f:1.2,6.7|. Reported procedure: 2.8 g (10 mmol) of 4-hydroxycyclophosphamide and 1.6 g (10 mmol) of ammonium-2-mercaptoethanesulphonate were dissolved with a catalytic quantity of trichloroacetic acid in 10 ml of dimethylformamide and were stored in a refrigerator at -25° C. for 20 hours. After a further 5 hours at 0° C., the mixture was mixed with ether until clouding commenced and was triturated. The crystallised material was filtered with suction after 1 day at 0° C., washed dried and recrystallised from n-propanol. Starting materials: CC1(O)Cc2ccccc2C1, Cc1ccccc1, O, Oc1ccc(O)cc1, Cc1ccc(S(=O)(=O)O)cc1. Yields the product CC1=Cc2ccccc2C1. RXN SMILES: [CH3:1][C:2]1([OH:11])[CH2:3][c:4]2[cH:5][cH:6][cH:7][cH:8][c:9]2[CH2:10]1.[CH3:32][c:33]1[cH:34][cH:35][cH:36][cH:37][cH:38]1.[OH2:31].[OH:23][c:24]1[cH:25][cH:26][c:27]([OH:28])[cH:29][cH:30]1.[c:12]1([CH3:13])[cH:14][cH:15][c:16]([S:17]([OH:18])(=[O:19])=[O:20])[cH:21][cH:22]1>>[CH3:1][C:2]1=[CH:3][c:4]2[cH:5][cH:6][cH:7][cH:8][c:9]2[CH2:10]1.